This data is from the Open Reaction Database (ORD), a public repository of structured organic reaction records. The task is: describe an organic reaction: reactants, conditions, products, and yield The reactants are CCO, Cl, Cc1cc(Nc2nc(C(=O)c3ccc(F)cc3)nc3ccccc23)n[nH]1, CON, O. Yields the product CON=C(c1ccc(F)cc1)c1nc(Nc2cc(C)[nH]n2)c2ccccc2n1. As a reaction SMILES: [CH3:32][CH2:33][OH:34].[ClH:27].[F:1][c:2]1[cH:3][cH:4][c:5]([C:8](=[O:9])[c:10]2[n:11][c:12]3[cH:13][cH:14][cH:15][cH:16][c:17]3[c:18]([NH:20][c:21]3[n:22][nH:23][c:24]([CH3:26])[cH:25]3)[n:19]2)[cH:6][cH:7]1.[O:28]([CH3:29])[NH2:30].[OH2:31]>>[F:1][c:2]1[cH:3][cH:4][c:5]([C:8]([c:10]2[n:11][c:12]3[cH:13][cH:14][cH:15][cH:16][c:17]3[c:18]([NH:20][c:21]3[n:22][nH:23][c:24]([CH3:26])[cH:25]3)[n:19]2)=[N:30][O:28][CH3:29])[cH:6][cH:7]1. The reactants are C[C@H](C(=O)OCC)C(CCCC)=O (Ethyl [S]-2-methyl-3-oxo-heptanoate), [OH-].[K+] (KOH). Run in CO (MeOH). The product is C[C@H](C(=O)O)C(CCCC)=O ([S]-2-methyl-3-oxo-heptanoic acid). Isolated yield 94.2%. RXN SMILES: [CH3:1][C@@H:2]([C:8](=[O:13])[CH2:9][CH2:10][CH2:11][CH3:12])[C:3]([O:5]CC)=[O:4].[OH-].[K+]>CO>[CH3:1][C@@H:2]([C:8](=[O:13])[CH2:9][CH2:10][CH2:11][CH3:12])[C:3]([OH:5])=[O:4] |f:1.2|. Procedure details: 1 g of Ethyl [S]-2-methyl-3-oxo-heptanoate, 0.5 g of KOH and 15 MeOH were stirred at 50° C. for 4 hrs. Then MeOH was removed and the residue is mixed with water, neutralized with conc.HCl and extracted with methylene chloride. The combined organic phase was washed with water for 3–4 times and dried over MgSO4. After evaporation of solvent, 0.8 g of product was obtained (yield 95%).